This data is from the Open Reaction Database (ORD), a public repository of structured organic reaction records. The task is: describe an organic reaction: reactants, conditions, products, and yield Starting materials: halide, [C-]#N.[K+] (KCN), BrCC(=O)C1=CC=C(C=C1)C1=CC=CC=C1 (2-bromo-4′-phenylacetophenone). Solvent: O (water), CC#N (MeCN). Reaction conditions: temperature 50 celsius, time 30 minute. Yields the product C1(=CC=C(C=C1)C(CC#N)=O)C1=CC=CC=C1 (3-Biphenyl-4-yl-3-oxo-propanenitrile). Yield: 118.6%. RXN SMILES: [C-:1]#[N:2].[K+].Br[CH2:5][C:6]([C:8]1[CH:13]=[CH:12][C:11]([C:14]2[CH:19]=[CH:18][CH:17]=[CH:16][CH:15]=2)=[CH:10][CH:9]=1)=[O:7]>O.CC#N>[C:11]1([C:14]2[CH:19]=[CH:18][CH:17]=[CH:16][CH:15]=2)[CH:12]=[CH:13][C:8]([C:6](=[O:7])[CH2:5][C:1]#[N:2])=[CH:9][CH:10]=1 |f:0.1|. Procedure: To a solution of 105 mg (1.6 mmol) of KCN in 1 mL of water, 220 mg (0.8 mmol) of 2-bromo-4′-phenylacetophenone in 3 mL of MeCN was added. The mixture was warmed in a 50° C. bath to dissolve some of the halide. After ˜20 min the solids dissolved. The reaction was stirred for 30 min, then partitioned between 1.2 N HCl and EtOAc. The organic layer was washed with brine, dried and concentrated leaving 210 mg of the title compound which was used in the next step without purification. The reactants are IC1=CC=CC2=C1C(N1[C@H](C=3N2C=NC3C(=O)OC(C)(C)C)CC1)=O (tert.butyl (S)-12,12a-dihydro-8-iodo-9-oxo-9H,11H-azeto[2,1-c]imidazo[1,5-a][1,4]benzodiazepine-1-carboxylate), C1(CCCC1)O (cyclopentanol). Reagents/catalysts: CCO.CCO.CCO.CCO.[Ti] (tetraethyl orthotitanate). The solvent is [F-].[K+] (potassium fluoride). Product: IC1=CC=CC2=C1C(N1[C@H](C=3N2C=NC3C(=O)OC3CCCC3)CC1)=O (cyclopentyl (S)-12,12a-dihydro-8-iodo-9-oxo-9H,11H-azeto[2,1-c]imidazo[1,5-a][1,4]benzodiazepine-1-carboxylate). As a reaction SMILES: [I:1][C:2]1[C:7]2[C:8](=[O:25])[N:9]3[CH2:24][CH2:23][C@H:10]3[C:11]3[N:12]([CH:13]=[N:14][C:15]=3[C:16]([O:18][C:19]([CH3:22])([CH3:21])C)=[O:17])[C:6]=2[CH:5]=[CH:4][CH:3]=1.[CH:26]1(O)CCC[CH2:27]1>CCO.CCO.CCO.CCO.[Ti].[F-].[K+]>[I:1][C:2]1[C:7]2[C:8](=[O:25])[N:9]3[CH2:24][CH2:23][C@H:10]3[C:11]3[N:12]([CH:13]=[N:14][C:15]=3[C:16]([O:18][CH:19]3[CH2:22][CH2:27][CH2:26][CH2:21]3)=[O:17])[C:6]=2[CH:5]=[CH:4][CH:3]=1 |f:2.3.4.5.6,7.8|. Procedure: 3.5 g (7.7 mmol) of tert.butyl (S)-12,12a-dihydro-8-iodo-9-oxo-9H,11H-azeto[2,1-c]imidazo[1,5-a][1,4]benzodiazepine-1-carboxylate, 10 g (116 mmol) of cyclopentanol and 0.8 g (3 mmol) of tetraethyl orthotitanate are stirred at 125° overnight, the solution obtained is evaporated and the residue is taken up in chloroform. The solution obtained is stirred for 0.5 hour with 40 ml of a saturated potassium fluoride solution, the resulting emulsion is filtered over siliceous earth, the organic phase is ... Starting materials: ClC1=CC=C(C(=O)C2=C(C(=O)O)C=CC=C2)C=C1 (2-(4-chlorobenzoyl)benzoic acid), S(=O)(Cl)Cl (thionylchloride), ClC1=CC=C([C@H](C)N)C=C1 ((S)-4-chloro-α-methylbenzylamine), CCN(C(C)C)C(C)C (DIPEA). The reagents and catalysts are CN(C)C=O (DMF). Run in C1CCOC1 (THF). Reaction conditions: time 4 hour. Product: ClC1=CC=C(C=C1)C1(N(C(C2=CC=CC=C12)=O)C(C)C1=CC=C(C=C1)Cl)O (3-(4-Chlorophenyl)-2-[1-(4-chlorophenyl)-ethyl]-3-hydroxy-2,3-dihydroisoindol-1-one). RXN SMILES: [Cl:1][C:2]1[CH:18]=[CH:17][C:5]([C:6]([C:8]2[CH:16]=[CH:15][CH:14]=[CH:13][C:9]=2[C:10]([OH:12])=O)=[O:7])=[CH:4][CH:3]=1.S(Cl)(Cl)=O.[Cl:23][C:24]1[CH:32]=[CH:31][C:27]([C@@H:28]([NH2:30])[CH3:29])=[CH:26][CH:25]=1.CCN(C(C)C)C(C)C>C1COCC1.CN(C=O)C>[Cl:1][C:2]1[CH:3]=[CH:4][C:5]([C:6]2([OH:7])[C:8]3[C:9](=[CH:13][CH:14]=[CH:15][CH:16]=3)[C:10](=[O:12])[N:30]2[CH:28]([C:27]2[CH:31]=[CH:32][C:24]([Cl:23])=[CH:25][CH:26]=2)[CH3:29])=[CH:17][CH:18]=1. Reported procedure: To a solution of 2-(4-chlorobenzoyl)benzoic acid (5 g, 19.2 mmol, 1 equiv.) in dry THF (20 mL) was added under nitrogen atmosphere thionylchloride (3.0 mL, 38.3 mmol, 2 equiv.) and 3 drops of anhydrous DMF. The reaction mixture was stirred for 4 h at room temperature and concentrated in vacuo. The resulting pale yellow oil was taken up in dry THF (20 mL), and (S)-4-chloro-α-methylbenzylamine (2.43 g, 15.6 mmol, 1.1 equiv.) and DIPEA (3.49 mL, 21.1 mmol, 1.1 equiv.) were added under nitrogen atmo... Starting materials: O=C([O-])[O-], COC(=O)CCc1ccccc1OCCCCCBr, CN(C)C=O, [K+], [K+], CCCc1c(O)ccc2c1OCC2=O. Product: CCCc1c(OCCCCCOc2ccccc2CCC(=O)OC)ccc2c1OCC2=O. RXN SMILES: [C:34](=[O:35])([O-:36])[O-:37].[CH3:15][O:16][C:17]([CH2:18][CH2:19][c:20]1[c:21]([O:26][CH2:27][CH2:28][CH2:29][CH2:30][CH2:31][Br:32])[cH:22][cH:23][cH:24][cH:25]1)=[O:33].[CH3:40][N:41]([CH3:42])[CH:43]=[O:44].[K+:38].[K+:39].[OH:1][c:2]1[c:3]([CH2:12][CH2:13][CH3:14])[c:4]2[c:5]([cH:10][cH:11]1)[C:6](=[O:9])[CH2:7][O:8]2>>[O:1]([c:2]1[c:3]([CH2:12][CH2:13][CH3:14])[c:4]2[c:5]([cH:10][cH:11]1)[C:6](=[O:9])[CH2:7][O:8]2)[CH2:31][CH2:30][CH2:29][CH2:28][CH2:27][O:26][c:21]1[c:20]([CH2:19][CH2:18][C:17]([O:16][CH3:15])=[O:33])[cH:25][cH:24][cH:23][cH:22]1. The reactants are CC(=O)C.OS(=O)(=O)O.O=[Cr](=O)=O (Jones Reagent), FC1=C(C=CC(=C1)OC)C(O)C1=CC2=CC=C(C=C2C=C1)OC ((2-fluoro-4-methoxyphenyl)(6-methoxy-2-naphthyl)methanol), CC(=O)C (acetone). Run in O (water). Conditions: time 30 minute. The product is FC1=C(C=CC(=C1)OC)C(=O)C1=CC2=CC=C(C=C2C=C1)OC ((2-Fluoro-4-methoxyphenyl)(6-methoxy-2-naphthyl)methanone). The yield is 97.2%. As a reaction SMILES: CC(C)=O.OS(O)(=O)=O.O=[Cr](=O)=O.[F:14][C:15]1[CH:20]=[C:19]([O:21][CH3:22])[CH:18]=[CH:17][C:16]=1[CH:23]([C:25]1[CH:34]=[CH:33][C:32]2[C:27](=[CH:28][CH:29]=[C:30]([O:35][CH3:36])[CH:31]=2)[CH:26]=1)[OH:24].CC(C)=O>O>[F:14][C:15]1[CH:20]=[C:19]([O:21][CH3:22])[CH:18]=[CH:17][C:16]=1[C:23]([C:25]1[CH:34]=[CH:33][C:32]2[C:27](=[CH:28][CH:29]=[C:30]([O:35][CH3:36])[CH:31]=2)[CH:26]=1)=[O:24] |f:0.1.2|. Procedure: Jones Reagent (38.5 mL) was added dropwise into a cold (10° C.) solution of (2-fluoro-4-methoxyphenyl)(6-methoxy-2-naphthyl)methanol (12.0 g, 38.46 mmol), and acetone (200 mL). The mixture was stirred for 30 min, poured into water and the precipitated solid filtered off and dried to give a brown solid (11.6 g, 97% yield, m.p. 120-122° C.); MS m/e 311 (M+H)+. The reactants are O1CCOCC1 (dioxane), CO (methanol), resultant mixture, C(C)OC(CCCCSC=1SC2=C(N1)C(=C(C=C2F)F)F)=O (5-(4,5,7-trifluorobenzothiazol-2-ylthio)pentanoic acid ethyl ester), [OH-].[Na+] (sodium hydroxide). Solvent: O (water), O (water). The product is FC1=C(C=C(C2=C1N=C(S2)SCCCCC(=O)O)F)F (5-(4,5,7-trifluorobenzothiazol-2-ylthio)pentanoic acid). Yield: 26.5%. As a reaction SMILES: O1CCOCC1.CO.C([O:11][C:12](=[O:30])[CH2:13][CH2:14][CH2:15][CH2:16][S:17][C:18]1[S:19][C:20]2[C:26]([F:27])=[CH:25][C:24]([F:28])=[C:23]([F:29])[C:21]=2[N:22]=1)C.[OH-].[Na+]>O>[F:29][C:23]1[C:21]2[N:22]=[C:18]([S:17][CH2:16][CH2:15][CH2:14][CH2:13][C:12]([OH:30])=[O:11])[S:19][C:20]=2[C:26]([F:27])=[CH:25][C:24]=1[F:28] |f:3.4|. Procedure: To a mixture of dioxane (5 ml), methanol (2.5 ml) and water (2.5 ml) was added 5-(4,5,7-trifluorobenzothiazol-2-ylthio)pentanoic acid ethyl ester (590 mg, 2 mmol) and sodium hydroxide (100 mg, 2.5 mmol) and the resultant mixture was stirred for 15 hours at room temperature. The reaction mixture was diluted with water and washed with ether. The aqueous phase was then acidified with 7% hydrochloric acid and extracted with ethyl acetate. The organic phase was washed with an aqueous saturated saline... Starting materials: C(C)(C)(C)OC(NC1=C(C=C(C(=C1)OCC(F)(F)F)C(F)(F)F)N)=O ([2-amino-5-(2,2,2-trifluoro-ethoxy)-4-trifluoromethyl-phenyl]-carbamic acid tert-butyl ester), C(C)(C)(C)OC(CC(=O)C1=CC(=CC=C1)C1=CC(=NC(=C1)C)C)=O (3-[3-(2,6-dimethyl-pyridin-4-yl)-phenyl]-3-oxo-propionic acid tert-butyl ester). The product is C(C)(C)(C)OC(NC1=C(C=C(C(=C1)OCC(F)(F)F)C(F)(F)F)NC(CC(=O)C1=CC(=CC=C1)C1=CC(=NC(=C1)C)C)=O)=O ([2-{3-[3-(2,6-Dimethyl-pyridin-4-yl)-phenyl]-3-oxo-propionylamino}-5-(2,2,2-trifluoro-ethoxy)-4-trifluoromethyl-phenyl]-carbamic acid tert-butyl ester), foam. Yield: 82.0%. Reaction SMILES: [C:1]([O:5][C:6](=[O:25])[NH:7][C:8]1[CH:13]=[C:12]([O:14][CH2:15][C:16]([F:19])([F:18])[F:17])[C:11]([C:20]([F:23])([F:22])[F:21])=[CH:10][C:9]=1[NH2:24])([CH3:4])([CH3:3])[CH3:2].C([O:30][C:31](=O)[CH2:32][C:33]([C:35]1[CH:40]=[CH:39][CH:38]=[C:37]([C:41]2[CH:46]=[C:45]([CH3:47])[N:44]=[C:43]([CH3:48])[CH:42]=2)[CH:36]=1)=[O:34])(C)(C)C>>[C:1]([O:5][C:6](=[O:25])[NH:7][C:8]1[CH:13]=[C:12]([O:14][CH2:15][C:16]([F:18])([F:17])[F:19])[C:11]([C:20]([F:22])([F:23])[F:21])=[CH:10][C:9]=1[NH:24][C:31](=[O:30])[CH2:32][C:33]([C:35]1[CH:40]=[CH:39][CH:38]=[C:37]([C:41]2[CH:42]=[C:43]([CH3:48])[N:44]=[C:45]([CH3:47])[CH:46]=2)[CH:36]=1)=[O:34])([CH3:4])([CH3:2])[CH3:3]. Procedure details: The title compound was prepared from [2-amino-5-(2,2,2-trifluoro-ethoxy)-4-trifluoromethyl-phenyl]-carbamic acid tert-butyl ester (Example J6) (374 mg, 1.0 mmol) and 3-[3-(2,6-dimethyl-pyridin-4-yl)-phenyl]-3-oxo-propionic acid tert-butyl ester (Example K15) (325 mg, 1.0 mmol) according to the general procedure M. Obtained as a light brown foam (510 mg, 82%). Starting materials: Cc1ccc(-c2ccccc2C(=O)Nc2ccc(C(=O)N(C)c3ccc(C)cc3OCc3ccccc3)cc2)cc1, CO, [H][H], [OH-], [OH-], [Pd+2]. Yields the product Cc1ccc(-c2ccccc2C(=O)Nc2ccc(C(=O)N(C)c3ccc(C)cc3O)cc2)cc1. Reaction SMILES: [CH3:1][c:2]1[cH:3][cH:4][c:5](-[c:8]2[c:9]([C:14](=[O:15])[NH:16][c:17]3[cH:18][cH:19][c:20]([C:21](=[O:22])[N:23]([c:24]4[c:25]([O:31][CH2:32][c:33]5[cH:34][cH:35][cH:36][cH:37][cH:38]5)[cH:26][c:27]([CH3:30])[cH:28][cH:29]4)[CH3:39])[cH:40][cH:41]3)[cH:10][cH:11][cH:12][cH:13]2)[cH:6][cH:7]1.[CH3:44][OH:45].[H:42][H:43].[OH-:46].[OH-:48].[Pd+2:47]>>[CH3:1][c:2]1[cH:3][cH:4][c:5](-[c:8]2[c:9]([C:14](=[O:15])[NH:16][c:17]3[cH:18][cH:19][c:20]([C:21](=[O:22])[N:23]([c:24]4[c:25]([OH:31])[cH:26][c:27]([CH3:30])[cH:28][cH:29]4)[CH3:39])[cH:40][cH:41]3)[cH:10][cH:11][cH:12][cH:13]2)[cH:6][cH:7]1. Starting materials: CC(C)(C(=O)O)c1cccc(B(O)O)c1, CC#N, COc1nc(Cl)cc(NCCc2ccc(Cl)cc2Cl)n1, Cl, [Na+], [Na+], O=C([O-])[O-], O. The product is COc1nc(NCCc2ccc(Cl)cc2Cl)cc(-c2cccc(C(C)(C)C(=O)O)c2)n1. RXN SMILES: [C:21](=[O:22])([OH:23])[C:24]([CH3:25])([CH3:26])[c:27]1[cH:28][c:29]([B:33]([OH:34])[OH:35])[cH:30][cH:31][cH:32]1.[CH3:38][C:39]#[N:40].[Cl:1][c:2]1[cH:3][c:4]([NH:10][CH2:11][CH2:12][c:13]2[c:14]([Cl:20])[cH:15][c:16]([Cl:19])[cH:17][cH:18]2)[n:5][c:6]([O:8][CH3:9])[n:7]1.[ClH:37].[Na+:41].[Na+:42].[O-:43][C:44](=[O:45])[O-:46].[OH2:36]>>[c:2]1(-[c:29]2[cH:28][c:27]([C:24]([C:21](=[O:22])[OH:23])([CH3:25])[CH3:26])[cH:32][cH:31][cH:30]2)[cH:3][c:4]([NH:10][CH2:11][CH2:12][c:13]2[c:14]([Cl:20])[cH:15][c:16]([Cl:19])[cH:17][cH:18]2)[n:5][c:6]([O:8][CH3:9])[n:7]1.